Dataset: the Open Reaction Database (ORD), a public repository of structured organic reaction records. Task: describe an organic reaction: reactants, conditions, products, and yield Starting materials: CCC(C)CNCc1ccc(-c2cc(C(N)=O)c3[nH]cc(C4CCN(S(=O)(=O)CC)CC4)c3c2)s1, CCNCc1ccc(B(O)O)s1, CCC(C)CN, CO, O=Cc1ccc(B(O)O)s1. The product is CCC(C)CNCc1ccc(B(O)O)s1. Reaction SMILES: [CH2:13]([S:14]([N:15]1[CH2:16][CH2:17][CH:18]([c:19]2[c:20]3[c:21]([c:22]([C:23]([NH2:24])=[O:25])[cH:26][c:27](-[c:33]4[s:34][c:35]([CH2:38][NH:39][CH2:40][CH:41]([CH2:42][CH3:43])[CH3:44])[cH:36][cH:37]4)[cH:28]3)[nH:29][cH:30]2)[CH2:31][CH2:32]1)(=[O:45])=[O:46])[CH3:47].[CH2:1]([NH:2][CH2:3][c:4]1[s:5][c:6]([B:10]([OH:11])[OH:12])[cH:7][cH:8]1)[CH3:9].[CH3:58][CH:59]([CH2:60][CH3:61])[CH2:62][NH2:63].[CH3:64][OH:65].[CH:48]([c:49]1[s:50][c:51]([B:52]([OH:53])[OH:54])[cH:55][cH:56]1)=[O:57]>>[B:10]([OH:11])([OH:12])[c:33]1[s:34][c:35]([CH2:38][NH:39][CH2:40][CH:41]([CH2:42][CH3:43])[CH3:44])[cH:36][cH:37]1.